Dataset: the Open Reaction Database (ORD), a public repository of structured organic reaction records. Task: describe an organic reaction: reactants, conditions, products, and yield The reactants are [Br-], Br, [K+], O=N[O-], COc1ccc(CCCC(N)C(=O)O)cc1, [Na+], O. Yields the product COc1ccc(CCCC(Br)C(=O)O)cc1. As a reaction SMILES: [Br-:6].[BrH:7].[K+:5].[N:1]([O-:2])=[O:3].[NH2:8][CH:9]([C:10](=[O:11])[OH:12])[CH2:13][CH2:14][CH2:15][c:16]1[cH:17][cH:18][c:19]([O:22][CH3:23])[cH:20][cH:21]1.[Na+:4].[OH2:24]>>[Br:6][CH:9]([C:10](=[O:11])[OH:12])[CH2:13][CH2:14][CH2:15][c:16]1[cH:17][cH:18][c:19]([O:22][CH3:23])[cH:20][cH:21]1.